From a dataset of the Open Reaction Database (ORD), a public repository of structured organic reaction records. describe an organic reaction: reactants, conditions, products, and yield Reactants: CCOC(=O)C1(N(C)C(=O)c2cccc3c2CCCC3)Cc2ccccc2C1, CCO, [K+], [OH-], O. Product: CN(C(=O)c1cccc2c1CCCC2)C1(C(=O)O)Cc2ccccc2C1. Reaction SMILES: [CH2:1]([CH3:2])[O:3][C:4](=[O:5])[C:6]1([N:15]([C:16](=[O:17])[c:18]2[cH:19][cH:20][cH:21][c:22]3[c:27]2[CH2:26][CH2:25][CH2:24][CH2:23]3)[CH3:28])[CH2:7][c:8]2[cH:9][cH:10][cH:11][cH:12][c:13]2[CH2:14]1.[CH3:32][CH2:33][OH:34].[K+:30].[OH-:29].[OH2:31]>>[O:3]=[C:4]([OH:5])[C:6]1([N:15]([C:16](=[O:17])[c:18]2[cH:19][cH:20][cH:21][c:22]3[c:27]2[CH2:26][CH2:25][CH2:24][CH2:23]3)[CH3:28])[CH2:7][c:8]2[cH:9][cH:10][cH:11][cH:12][c:13]2[CH2:14]1. The reactants are C(C1=CC=CC=C1)Br (benzyl bromide), O (water), OC1=CC=C(C=C1)C1=CC=C(C=C1)C(=O)O (4'-hydroxy 4-biphenylcarboxylic acid), [H-].[Na+] (sodium hydride). Run in CN(C=O)C (dimethylformamide), CN(C=O)C (dimethylformamide). Run at temperature 10 celsius, time 20 minute. Yields the product C(C1=CC=CC=C1)OC1=CC=C(C=C1)C1=CC=C(C=C1)C(=O)O (4'-benzyloxy-4-biphenylcarboxylic acid). Isolated yield 100.0%. As a reaction SMILES: [OH:1][C:2]1[CH:7]=[CH:6][C:5]([C:8]2[CH:13]=[CH:12][C:11]([C:14]([OH:16])=[O:15])=[CH:10][CH:9]=2)=[CH:4][CH:3]=1.[H-].[Na+].[CH2:19](Br)[C:20]1[CH:25]=[CH:24][CH:23]=[CH:22][CH:21]=1.O>CN(C)C=O>[CH2:19]([O:1][C:2]1[CH:3]=[CH:4][C:5]([C:8]2[CH:13]=[CH:12][C:11]([C:14]([OH:16])=[O:15])=[CH:10][CH:9]=2)=[CH:6][CH:7]=1)[C:20]1[CH:25]=[CH:24][CH:23]=[CH:22][CH:21]=1 |f:1.2|. Reported procedure: 4'-hydroxy 4-biphenylcarboxylic acid (5.0 g) was added to a stirred suspension of sodium hydride (60% w/w dispersion in mineral oil, 2.34 g) in dry dimethylformamide (45 ml) whilst maintaining the temperature of the reaction mixture below 10° C. The reaction mixture was stirred at 10° C. for 20 minutes. A solution of benzyl bromide (8.4 g) in dry dimethylformamide (10 ml) was added over a period of 10 minutes. The reaction mixture was stirred at 70° C. for 2 hours and the mixture was then poured... Starting materials: N([C@@H](C(C)C)C(=O)CCl)C(=O)OC(C)(C)C (Boc-ValCH2Cl), Cl (HCl). The product is N[C@@H](C(C)C)C(=O)CCl.Cl (H-ValCH2Cl.HCl). Reaction SMILES: [NH:1](C(OC(C)(C)C)=O)[C@H:2]([C:6]([CH2:8][Cl:9])=[O:7])[CH:3]([CH3:5])[CH3:4].[ClH:17]>>[NH2:1][C@H:2]([C:6]([CH2:8][Cl:9])=[O:7])[CH:3]([CH3:5])[CH3:4].[ClH:17] |f:2.3|. Reported procedure: First, precursor H-ValCH2Cl.HCl was prepared by dissolving Boc-Val-OH (6.5 g, 30 mmol) in 10 mL of THF and treating it with N-methylmorpholine (3.3 mL, 30 mmol) and isobutyl chloroformate (3.9 mL, 30 mmol) for 10 minutes at -20°. The resulting mixture was filtered and the retained material was washed with 40 mL of cold THF. The combined filtrates were added to 200 mL of diazomethane:ether. The resulting solution was stirred for 2 hours at 0°, and then solvent was removed by evaporation to yield ... The reactants are FC(C=1C=C(C=C(C1)C(F)(F)F)C(C(=O)Cl)(C)C)(F)F (2-(3,5-bis-trifluoromethyl-phenyl)-2-methyl-propionyl chloride), [OH-].[Na+] (NaOH), ClC1=C(C=CC=C1)C=1C(=NC(=NC1)SC)NC ([5-(2-Chloro-phenyl)-2-methylsulfanyl-pyrimidin-4-yl]-methyl-amine), solution, C[Si]([N-][Si](C)(C)C)(C)C.[K+] (potassiumhexamethyldisilazide). Solvent: C1CCOC1 (THF), C(C)(=O)OCC (ethyl acetate), CN(C=O)C (N,N-dimethylformamide), C1CCOC1 (THF). Run at time 1 hour. Yields the product FC(C=1C=C(C=C(C1)C(F)(F)F)C(C(=O)N(C)C1=NC(=NC=C1C1=C(C=CC=C1)Cl)SC)(C)C)(F)F (2-(3,5-bis-trifluoromethyl-phenyl)-N-[5-(2-chloro-phenyl)-2-methylsulfanyl-pyrimidin-4-yl]-N-methyl-isobutyramide). Isolated yield 58.0%. As a reaction SMILES: [Cl:1][C:2]1[CH:7]=[CH:6][CH:5]=[CH:4][C:3]=1[C:8]1[C:9]([NH:16][CH3:17])=[N:10][C:11]([S:14][CH3:15])=[N:12][CH:13]=1.C[Si](C)(C)[N-][Si](C)(C)C.[K+].[F:28][C:29]([F:47])([F:46])[C:30]1[CH:31]=[C:32]([C:40]([CH3:45])([CH3:44])[C:41](Cl)=[O:42])[CH:33]=[C:34]([C:36]([F:39])([F:38])[F:37])[CH:35]=1.[OH-].[Na+]>CN(C)C=O.C1COCC1.C(OCC)(=O)C>[F:39][C:36]([F:37])([F:38])[C:34]1[CH:33]=[C:32]([C:40]([CH3:45])([CH3:44])[C:41]([N:16]([C:9]2[C:8]([C:3]3[CH:4]=[CH:5][CH:6]=[CH:7][C:2]=3[Cl:1])=[CH:13][N:12]=[C:11]([S:14][CH3:15])[N:10]=2)[CH3:17])=[O:42])[CH:31]=[C:30]([C:29]([F:46])([F:28])[F:47])[CH:35]=1 |f:1.2,4.5|. Procedure: To a solution of 0.70 g (2.6 mmol) [5-(2-Chloro-phenyl)-2-methylsulfanyl-pyrimidin-4-yl]-methyl-amine in 4 ml N,N-dimethylformamide 2.6 ml of a 1M solution potassiumhexamethyldisilazide (2.6 mmol) in THF were added at 0°. After 1 h, 0.92 g (2.6 mmol) (2-(3,5-bis-trifluoromethyl-phenyl)-2-methyl-propionyl chloride in 2 ml THF were added and the reaction mixture stirred for 24 hrs. at RT. The reaction mixture was poured onto 50 ml 0.5 N NaOH-solution. After addition of ethyl acetate the phases wer...